From a dataset of the Open Reaction Database (ORD), a public repository of structured organic reaction records. describe an organic reaction: reactants, conditions, products, and yield The product is CC1NC(=O)NN=C1c1ccc(C#N)cc1. The reactants are [C-]#N, Cl, N#C[K], O=N[O-], CC1NC(=O)NN=C1c1ccc(N)cc1, [Na+], [Na+], [Na+], O=C([O-])[O-], O. As a reaction SMILES: [C-:30]#[N:31].[ClH:20].[K:27][C:28]#[N:29].[N:1]([O-:2])=[O:3].[NH2:5][c:6]1[cH:7][cH:8][c:9]([C:12]2=[N:17][NH:16][C:15](=[O:18])[NH:14][CH:13]2[CH3:19])[cH:10][cH:11]1.[Na+:21].[Na+:22].[Na+:4].[O-:23][C:24](=[O:25])[O-:26].[OH2:32]>>[c:6]1([C:28]#[N:29])[cH:7][cH:8][c:9]([C:12]2=[N:17][NH:16][C:15](=[O:18])[NH:14][CH:13]2[CH3:19])[cH:10][cH:11]1. Reactants: CC[C@@H]1CN2CC[C@@H]1C[C@@H]2[C@@H](C3=C4C=C(C=CC4=NC=C3)OC)OC5=NN=C(C6=CC=CC=C65)O[C@@H]([C@H]7C[C@@H]8CCN7C[C@@H]8CC)C9=C1C=C(C=CC1=NC=C9)OC (AD-MIX-α), CC[C@H]1CN2CC[C@H]1C[C@@H]2[C@H](C3=C4C=C(C=CC4=NC=C3)OC)OC5=NN=C(C6=CC=CC=C65)O[C@H]([C@H]7C[C@@H]8CCN7C[C@@H]8CC)C9=C1C=C(C=CC1=NC=C9)OC (AD-MIX-β), C(C)C1(CCCC2=CC=CC=C12)CC(=C)C(F)(F)F (1-Ethyl-1-[2-(trifluoromethyl)-2-propen-1-yl]-1,2,3,4-tetrahydronaphthalene), C(C)C1(CCCC2=CC=CC=C12)CC(=C)C(F)(F)F (1-Ethyl-1-[2-(trifluoromethyl)-2-propen-1-yl]-1,2,3,4-tetrahydronaphthalene), CC[C@@H]1CN2CC[C@@H]1C[C@@H]2[C@@H](C3=C4C=C(C=CC4=NC=C3)OC)OC5=NN=C(C6=CC=CC=C65)O[C@@H]([C@H]7C[C@@H]8CCN7C[C@@H]8CC)C9=C1C=C(C=CC1=NC=C9)OC (AD-MIX-α), CC[C@H]1CN2CC[C@H]1C[C@@H]2[C@H](C3=C4C=C(C=CC4=NC=C3)OC)OC5=NN=C(C6=CC=CC=C65)O[C@H]([C@H]7C[C@@H]8CCN7C[C@@H]8CC)C9=C1C=C(C=CC1=NC=C9)OC (AD-MIX-β), O (water), S(=O)([O-])[O-].[Na+].[Na+] (Sodium sulphite), O (water). The solvent is C(C)(C)(C)O (t-butanol). Reaction conditions: temperature 30 celsius, time 10 minute. Yields the product C(C)C1(CCCC2=CC=CC=C12)CC(CO)(C(F)(F)F)O (2-[(1-Ethyl-1,2,3,4-tetrahydro-1-naphthalenyl)methyl]-3,3,3-trifluoro-1,2-propanediol). Reaction SMILES: [CH2:1]([C:3]1([CH2:13][C:14]([C:16]([F:19])([F:18])[F:17])=[CH2:15])[C:12]2[C:7](=[CH:8][CH:9]=[CH:10][CH:11]=2)[CH2:6][CH2:5][CH2:4]1)[CH3:2].CC[C@H]1[C@H]2C[C@H]([C@H](OC3C4C(=CC=CC=4)C(O[C@H](C4C=CN=C5C=4C=C(OC)C=C5)[C@@H]4N5C[C@H](CC)[C@@H](CC5)C4)=NN=3)C3C=CN=C4C=3C=C([O:41]C)C=C4)N(CC2)C1.CC[C@@H]1[C@@H]2C[C@H]([C@@H](OC3C4C(=CC=CC=4)C(O[C@@H](C4C=CN=C5C=4C=C(OC)C=C5)[C@@H]4N5C[C@H](CC)[C@@H](CC5)C4)=NN=3)C3C=CN=C4C=3C=C(OC)C=C4)N(CC2)C1.S([O-])([O-])=O.[Na+].[Na+].[OH2:142]>C(O)(C)(C)C>[CH2:1]([C:3]1([CH2:13][C:14]([OH:41])([C:16]([F:17])([F:18])[F:19])[CH2:15][OH:142])[C:12]2[C:7](=[CH:8][CH:9]=[CH:10][CH:11]=2)[CH2:6][CH2:5][CH2:4]1)[CH3:2] |f:3.4.5|. Procedure: 1-Ethyl-1-[2-(trifluoromethyl)-2-propen-1-yl]-1,2,3,4-tetrahydronaphthalene (Intermediate 12) (100 mg, 0.373 mmole), AD-MIX-α (300 mg) and AD-MIX-β (300 mg) in t-butanol (2 ml) and water (2 ml) were stirred at room temperature. After 1 hour further AD-MIX-α (600 mg) and AD-MIX-β (600 mg) were added and the mixture was heated to 30° C. for 18 h. Sodium sulphite (2 g) was added together with water (5 ml) then stirred for 10 min. Extraction of the mixture with ethyl acetate (3×20 ml) followed by wa...